From a dataset of the Open Reaction Database (ORD), a public repository of structured organic reaction records. describe an organic reaction: reactants, conditions, products, and yield The reactants are COC(=O)c1ccc2c(c1)oc1cc(Br)ccc12, C1CCOC1, CO, [Na+], [OH-]. Yields the product O=C(O)c1ccc2c(c1)oc1cc(Br)ccc12. As a reaction SMILES: [Br:1][c:2]1[cH:3][cH:4][c:5]2[c:6]([o:7][c:8]3[c:9]2[cH:10][cH:11][c:12]([C:14](=[O:15])[O:16][CH3:17])[cH:13]3)[cH:18]1.[CH2:19]1[O:20][CH2:21][CH2:22][CH2:23]1.[CH3:26][OH:27].[Na+:25].[OH-:24]>>[Br:1][c:2]1[cH:3][cH:4][c:5]2[c:6]([o:7][c:8]3[c:9]2[cH:10][cH:11][c:12]([C:14](=[O:15])[OH:16])[cH:13]3)[cH:18]1. The reactants are COC(CC1=CC(=CC=C1)OC1=C(C=C(C=C1)Br)CBr)=O ([3-(4-bromo-2-bromomethyl-phenoxy)-phenyl]acetic acid methyl ester), ClC1=CC=C(C=C1)[C@@H]1[C@@H](NC(O1)=O)C ((4S,5R)-5-(4-chloro-phenyl)-4-methyl-oxazolidin-2-one). Yields the product COC(CC1=CC(=CC=C1)OC1=C(C=C(C=C1)Br)CN1C(O[C@@H]([C@@H]1C)C1=CC=C(C=C1)Cl)=O)=O ((3-{4-Bromo-2-[(4S,5R)-5-(4-chloro-phenyl)-4-methyl-2-oxo-oxazolidin-3-ylmethyl]-phenoxy}-phenyl)-acetic acid methyl ester). As a reaction SMILES: [CH3:1][O:2][C:3](=[O:21])[CH2:4][C:5]1[CH:10]=[CH:9][CH:8]=[C:7]([O:11][C:12]2[CH:17]=[CH:16][C:15]([Br:18])=[CH:14][C:13]=2[CH2:19]Br)[CH:6]=1.[Cl:22][C:23]1[CH:28]=[CH:27][C:26]([C@H:29]2[O:33][C:32](=[O:34])[NH:31][C@H:30]2[CH3:35])=[CH:25][CH:24]=1>>[CH3:1][O:2][C:3](=[O:21])[CH2:4][C:5]1[CH:10]=[CH:9][CH:8]=[C:7]([O:11][C:12]2[CH:17]=[CH:16][C:15]([Br:18])=[CH:14][C:13]=2[CH2:19][N:31]2[C@@H:30]([CH3:35])[C@@H:29]([C:26]3[CH:25]=[CH:24][C:23]([Cl:22])=[CH:28][CH:27]=3)[O:33][C:32]2=[O:34])[CH:6]=1. Procedure: Prepared according to the procedure described in Example 6, Step 5, using the following starting materials: [3-(4-bromo-2-bromomethyl-phenoxy)-phenyl]acetic acid methyl ester and (4S,5R)-5-(4-chloro-phenyl)-4-methyl-oxazolidin-2-one. Reactants: CCO, O=C(O)c1ccc(-c2ncccc2C(F)(F)F)cc1[N+](=O)[O-]. Yields the product Nc1cc(-c2ncccc2C(F)(F)F)ccc1C(=O)O. As a reaction SMILES: [CH3:23][CH2:24][OH:25].[N+:1]([O-:2])(=[O:3])[c:4]1[c:5]([C:6](=[O:7])[OH:8])[cH:9][cH:10][c:11](-[c:13]2[n:14][cH:15][cH:16][cH:17][c:18]2[C:19]([F:20])([F:21])[F:22])[cH:12]1>>[NH2:1][c:4]1[c:5]([C:6](=[O:7])[OH:8])[cH:9][cH:10][c:11](-[c:13]2[n:14][cH:15][cH:16][cH:17][c:18]2[C:19]([F:20])([F:21])[F:22])[cH:12]1. The product is C(#N)C=1C=C(C2=CC=CC=C2C1)C(=O)O (3-cyano-1-naphthoic acid). Procedure details: Using the procedure of Rule, H G and Thompson, S B; J. Chem. Soc. 1764-1767 (1937), 1,8-naphthalic anhydride was brominated and converted to 3-bromo-1-naphthoic acid. This was esterified to methyl 3-bromo-1-naphthoate according to the following procedure. 3-Bromo-1-naphthoic acid (103.0 g, 410 mmol) was dissolved in DCM (1250 mL) and the solution cooled to 0° C. Oxalyl chloride (67.5 g, 532 mmol) was added in one portion followed by a catalytic amount of DMF (1.5 mL), and the resulting solution ... Starting materials: COC(=O)C1=CC(=CC2=CC=CC=C12)Br (methyl-3-bromo-1-naphthoate), C(#N)C=1C=C(C2=CC=CC=C2C1)C(=O)OC (methyl 3-cyano-1-naphthoate), [Li+].[OH-] (LiOH). RXN SMILES: COC(C1C2C(=CC=CC=2)C=C(Br)C=1)=O.[C:16]([C:18]1[CH:19]=[C:20]([C:28]([O:30]C)=[O:29])[C:21]2[C:26]([CH:27]=1)=[CH:25][CH:24]=[CH:23][CH:22]=2)#[N:17].[Li+].[OH-]>>[C:16]([C:18]1[CH:19]=[C:20]([C:28]([OH:30])=[O:29])[C:21]2[C:26]([CH:27]=1)=[CH:25][CH:24]=[CH:23][CH:22]=2)#[N:17] |f:2.3|. Reactants: FC1=CC=C(C=C1)C1=C(N=C(O1)S(=O)(=O)C)COCC(F)(F)F (5-(4-Fluoro-phenyl)-2-methanesulfonyl-4-(2,2,2-trifluoro-ethoxymethyl)-oxazole), N1CCNCC1 (piperazine). Run in O1CCOCC1 (dioxane). Conditions: time 16 hour. Product: FC1=CC=C(C=C1)C1=C(N=C(O1)N1CCNCC1)COCC(F)(F)F (1-[5-(4-Fluoro-Phenyl)-4-(2,2,2-Trifluoro-Ethoxymethyl)-Oxazol-2-yl]-Piperazine). Isolated yield 85.1%. Reaction SMILES: [F:1][C:2]1[CH:7]=[CH:6][C:5]([C:8]2[O:12][C:11](S(C)(=O)=O)=[N:10][C:9]=2[CH2:17][O:18][CH2:19][C:20]([F:23])([F:22])[F:21])=[CH:4][CH:3]=1.[NH:24]1[CH2:29][CH2:28][NH:27][CH2:26][CH2:25]1>O1CCOCC1>[F:1][C:2]1[CH:7]=[CH:6][C:5]([C:8]2[O:12][C:11]([N:24]3[CH2:29][CH2:28][NH:27][CH2:26][CH2:25]3)=[N:10][C:9]=2[CH2:17][O:18][CH2:19][C:20]([F:23])([F:22])[F:21])=[CH:4][CH:3]=1. Reported procedure: A solution of 5-(4-Fluoro-phenyl)-2-methanesulfonyl-4-(2,2,2-trifluoro-ethoxymethyl)-oxazole (0.30 g; 0.85 mmol) in dry dioxane (6 ml) is treated with piperazine (0.37 g; 4.25 mmol) and heated in a pressure tube at 170 C. for 16 hours. The reaction mixture is partitioned between ethyl acetate (50 ml) and water (20 ml). The aqueous phase is washed with ethyl acetate (20 ml). The combined organic phases are washed with saturated brine (10 ml), dried over sodium sulfate and concentrated to dryness....